From a dataset of the Open Reaction Database (ORD), a public repository of structured organic reaction records. describe an organic reaction: reactants, conditions, products, and yield Starting materials: CN1C(CN=C(C2=C1C=CC(=C2)C2=CC=CC=C2)C2=CC(=CC=C2)[N+](=O)[O-])=O (1-Methyl-5-(3-nitro-phenyl)-7-phenyl-1,3-dihydro-benzo[e][1,4]diazepin-2-one), Example 65. The reagents and catalysts are [Pd] (Pd/C). The solvent is CO.C(Cl)Cl (Methanol CH2Cl2). Product: NC=1C=C(C=CC1)C=1C2=C(N(C(CN1)=O)C)C=CC(=C2)C2=CC=CC=C2 (5-(3-Amino-phenyl)-1-methyl-7-phenyl-1,3-dihydro-benzo[e][1,4]diazepin-2-one). The yield is 16.0%. RXN SMILES: [CH3:1][N:2]1[C:8]2[CH:9]=[CH:10][C:11]([C:13]3[CH:18]=[CH:17][CH:16]=[CH:15][CH:14]=3)=[CH:12][C:7]=2[C:6]([C:19]2[CH:24]=[CH:23][CH:22]=[C:21]([N+:25]([O-])=O)[CH:20]=2)=[N:5][CH2:4][C:3]1=[O:28]>CO.C(Cl)Cl.[Pd]>[NH2:25][C:21]1[CH:20]=[C:19]([C:6]2[C:7]3[CH:12]=[C:11]([C:13]4[CH:14]=[CH:15][CH:16]=[CH:17][CH:18]=4)[CH:10]=[CH:9][C:8]=3[N:2]([CH3:1])[C:3](=[O:28])[CH2:4][N:5]=2)[CH:24]=[CH:23][CH:22]=1 |f:1.2|. Reported procedure: 1-Methyl-5-(3-nitro-phenyl)-7-phenyl-1,3-dihydro-benzo[e][1,4]diazepin-2-one Example 65 (40 mg, 0.11 mmole)was dissolved in Methanol/CH2Cl2 then Pd/C (10 mg) was added and the flask was stirred over hydrogene atmosphere. The solution was filtered over celite, and the solvent was evaporated. The crude material was chromatographied: eluant: AcOEt/Hexane: 1/1. The title compound (6 mg) was obtained as a beige solid, (yield=16%). The reactants are CCCCCC, COc1cccc2c1C(C)(C)C(=O)N2, Cl, c1ccncc1. Product: CC1(C)C(=O)Nc2cccc(O)c21. Reaction SMILES: [CH3:22][CH2:23][CH2:24][CH2:25][CH2:26][CH3:27].[CH3:8][O:9][c:10]1[c:11]2[c:15]([cH:16][cH:17][cH:18]1)[NH:14][C:13](=[O:19])[C:12]2([CH3:20])[CH3:21].[ClH:1].[n:2]1[cH:3][cH:4][cH:5][cH:6][cH:7]1>>[OH:9][c:10]1[c:11]2[c:15]([cH:16][cH:17][cH:18]1)[NH:14][C:13](=[O:19])[C:12]2([CH3:20])[CH3:21]. The reactants are ClC1=C(C=C(C(=O)O)C=C1)[N+](=O)[O-] (4-chloro-3-nitrobenzoic acid), NC(=O)N (urea). The reagents and catalysts are P(O)(O)O (phosphorous acid). The solvent is ClC1=C(C=CC=C1)Cl (1,2-dichlorobenzene). Conditions: temperature 25 celsius, time 8 hour. Yields the product ClC1=C(C=C(C(=O)N)C=C1)[N+](=O)[O-] (4-chloro-3-nitrobenzamide). Isolated yield 89.4%. RXN SMILES: [Cl:1][C:2]1[CH:10]=[CH:9][C:5]([C:6](O)=[O:7])=[CH:4][C:3]=1[N+:11]([O-:13])=[O:12].[NH2:14]C(N)=O>ClC1C=CC=CC=1Cl.P(O)(O)O>[Cl:1][C:2]1[CH:10]=[CH:9][C:5]([C:6]([NH2:14])=[O:7])=[CH:4][C:3]=1[N+:11]([O-:13])=[O:12]. Procedure: 100 g (0.5 mol) of 4-chloro-3-nitrobenzoic acid, 36 g (0.6 mol) of urea and 0.5 g of phosphorous acid are heated in 250 ml of 1,2-dichlorobenzene with stirring at from 165° to 178° C. for 8 h. After cooling to 25° C. the solid is filtered off with suction and washed with 50 ml of 1,2-dichlorobenzene. The filter cake is introduced into 250 ml of water, and the mixture is adjusted to a pH of 12 using aqueous sodium hydroxide solution and subjected to steam distillation. Subsequently the solid is f... Reactants: BrCc1ccccc1, O=C([O-])[O-], CNc1cc(=O)[nH]cn1, CCO, [K+], [K+]. The product is CNc1cc(=O)n(Cc2ccccc2)cn1. RXN SMILES: [Br:10][CH2:11][c:12]1[cH:13][cH:14][cH:15][cH:16][cH:17]1.[C:18](=[O:19])([O-:20])[O-:21].[CH3:1][NH:2][c:3]1[cH:4][c:5](=[O:9])[nH:6][cH:7][n:8]1.[CH3:24][CH2:25][OH:26].[K+:22].[K+:23]>>[CH3:1][NH:2][c:3]1[cH:4][c:5](=[O:9])[n:6]([CH2:11][c:12]2[cH:13][cH:14][cH:15][cH:16][cH:17]2)[cH:7][n:8]1.